From a dataset of the Open Reaction Database (ORD), a public repository of structured organic reaction records. describe an organic reaction: reactants, conditions, products, and yield The reactants are Cc1ccccc1, Cn1nc(-c2cc(C=O)c(Cl)cc2F)c(Cl)c1C(F)(F)F, O, OCCO, Cc1ccc(S(=O)(=O)O)cc1. The product is Cn1nc(-c2cc(C3OCCO3)c(Cl)cc2F)c(Cl)c1C(F)(F)F. Reaction SMILES: [CH3:38][c:39]1[cH:40][cH:41][cH:42][cH:43][cH:44]1.[Cl:2][c:3]1[c:4]([CH:5]=[O:6])[cH:7][c:8](-[c:12]2[n:13][n:14]([CH3:22])[c:15]([C:18]([F:19])([F:20])[F:21])[c:16]2[Cl:17])[c:9]([F:11])[cH:10]1.[OH2:1].[OH:23][CH2:24][CH2:25][OH:26].[c:27]1([CH3:28])[cH:29][cH:30][c:31]([S:32]([OH:33])(=[O:34])=[O:35])[cH:36][cH:37]1>>[Cl:2][c:3]1[c:4]([CH:5]2[O:6][CH2:25][CH2:24][O:23]2)[cH:7][c:8](-[c:12]2[n:13][n:14]([CH3:22])[c:15]([C:18]([F:19])([F:20])[F:21])[c:16]2[Cl:17])[c:9]([F:11])[cH:10]1. Starting materials: BrCC1=CC=C(C=C1)CCC=1N=C(SC1C1=CC=C(C=C1)S(=O)(=O)C)NC(C)=O (N-{4-{2-[4-(bromomethyl)phenyl]ethyl}-5-[4-(methylsulfonyl)phenyl]-1,3-thiazol-2-yl}acetamide), [Na] (sodium), CN(C=O)C (N,N-dimethylformamide), C(C)O (ethanol), O (water). Solvent: CO (methanol), Cl (hydrocloric acid). Reaction conditions: temperature 20 celsius, time 10 minute. Yields the product NCC1=CC=C(C=C1)CCC=1N=C(SC1C1=CC=C(C=C1)S(=O)(=O)C)NC(C)=O (N-{4-(2-{4-[aminomethyl]phenyl}ethyl)-5-[4-(methylsulfonyl)phenyl]-1,3-thiazol-2-yl}acetamide). As a reaction SMILES: Br[CH2:2][C:3]1[CH:8]=[CH:7][C:6]([CH2:9][CH2:10][C:11]2[N:12]=[C:13]([NH:26][C:27](=[O:29])[CH3:28])[S:14][C:15]=2[C:16]2[CH:21]=[CH:20][C:19]([S:22]([CH3:25])(=[O:24])=[O:23])=[CH:18][CH:17]=2)=[CH:5][CH:4]=1.[Na].O.C(O)C.C[N:36](C)C=O>Cl.CO>[NH2:36][CH2:2][C:3]1[CH:8]=[CH:7][C:6]([CH2:9][CH2:10][C:11]2[N:12]=[C:13]([NH:26][C:27](=[O:29])[CH3:28])[S:14][C:15]=2[C:16]2[CH:21]=[CH:20][C:19]([S:22]([CH3:25])(=[O:24])=[O:23])=[CH:18][CH:17]=2)=[CH:5][CH:4]=1 |^1:29|. Reported procedure: To a solution of N-{4-{2-[4-(bromomethyl)phenyl]ethyl}-5-[4-(methylsulfonyl)phenyl]-1,3-thiazol-2-yl}acetamide (70 mg) in N,N-dimethylformamide (1 ml) was added diformimide sodium salt (13.5 mg), and the mixture was stirred for 10 min at 20° C. To the reaction mixture was added water, the mixture was extracted with ethyl acetate, washed with water twice, dried over magnesium sulfate, and evaporated to give a crude diformimide compound. The diformimide compound was suspended in conc. hydrocloric ... The reactants are COC(=O)Cc1ccc2ncc(-c3cnn(C)c3)cc2c1, CO, NN. Yields the product Cn1cc(-c2cnc3ccc(CC(=O)NN)cc3c2)cn1. As a reaction SMILES: [CH3:1][O:2][C:3]([CH2:4][c:5]1[cH:6][c:7]2[cH:8][c:9](-[c:15]3[cH:16][n:17][n:18]([CH3:20])[cH:19]3)[cH:10][n:11][c:12]2[cH:13][cH:14]1)=[O:21].[CH3:24][OH:25].[NH2:22][NH2:23]>>[O:2]=[C:3]([CH2:4][c:5]1[cH:6][c:7]2[cH:8][c:9](-[c:15]3[cH:16][n:17][n:18]([CH3:20])[cH:19]3)[cH:10][n:11][c:12]2[cH:13][cH:14]1)[NH:22][NH2:23]. Reactants: C1(CC1)C1=C(C=O)C=CC(=C1)C1=NC=2N(C=C1C1=CC=C(C=C1)F)N=CN2 (2-Cyclopropyl-4-[6-(4-fluorophenyl)-[1,2,4]triazolo[1,5-a]pyrimidin-5-yl]-benzaldehyde), C(=O)(O)[O-].[Na+] (NaHCO3), CC1=NC(=CC=C1)C=1NN=C(N1)C1CCNCC1 (2-Methyl-6-(5-piperidine-4-yl-2H-[1,2,4]triazole-3-yl)-pyridine), [BH-](OC(=O)C)(OC(=O)C)OC(=O)C.[Na+] (NaBH(OAc)3). The solvent is C(C)(=O)O (acetic acid), C(C)N(CC)CC (triethylamine), CN1CCCC1=O (NMP). Reaction conditions: time 1 hour. Product: C1(CC1)C1=NN2C(N=C(C(=C2)C2=CC=C(C=C2)F)C2=CC=C(C=C2)CN2CCC(CC2)C2=NNC(=N2)C2=NC(=CC=C2)C)=N1 (2-cyclopropyl-6-(4-fluorophenyl)-5-(4-{4-[5-(6-methylpyridine-2-yl)-1H-[1,2,4]triazole-3-yl]-piperidine-1-ylmethyl}-phenyl)-[1,2,4]triazolo[1,5-a]pyrimidine). Reaction SMILES: [CH3:1][C:2]1[CH:7]=[CH:6][CH:5]=[C:4]([C:8]2[NH:9][N:10]=[C:11]([CH:13]3[CH2:18][CH2:17][NH:16][CH2:15][CH2:14]3)[N:12]=2)[N:3]=1.C1([C:22]2[CH:29]=[C:28]([C:30]3[C:35]([C:36]4[CH:41]=[CH:40][C:39]([F:42])=[CH:38][CH:37]=4)=[CH:34][N:33]4[N:43]=[CH:44][N:45]=[C:32]4[N:31]=3)[CH:27]=[CH:26][C:23]=2[CH:24]=O)CC1.[BH-](O[C:56]([CH3:58])=O)(OC(C)=O)OC(C)=O.[Na+].[C:60]([O-])(O)=O.[Na+]>CN1C(=O)CCC1.C(O)(=O)C.C(N(CC)CC)C>[CH:58]1([C:44]2[N:45]=[C:32]3[N:31]=[C:30]([C:28]4[CH:29]=[CH:22][C:23]([CH2:24][N:16]5[CH2:17][CH2:18][CH:13]([C:11]6[N:12]=[C:8]([C:4]7[CH:5]=[CH:6][CH:7]=[C:2]([CH3:1])[N:3]=7)[NH:9][N:10]=6)[CH2:14][CH2:15]5)=[CH:26][CH:27]=4)[C:35]([C:36]4[CH:37]=[CH:38][C:39]([F:42])=[CH:40][CH:41]=4)=[CH:34][N:33]3[N:43]=2)[CH2:56][CH2:60]1 |f:2.3,4.5|. Reported procedure: 154 mg (0.49 mmol) 2-Methyl-6-(5-piperidine-4-yl-2H-[1,2,4]triazole-3-yl)-pyridine×2HCl are dissolved in 4.2 mL NMP. After addition of 0.16 mL triethylamine the reaction mixture is stirred for one hour. 350 mg (50% pure) 2-Cyclopropyl-4-[6-(4-fluorophenyl)-[1,2,4]triazolo[1,5-a]pyrimidin-5-yl]-benzaldehyde and 0.05 mL acetic acid are added. The reaction mixture is stirred over night at room temperature. 113 mg (0.54 mmol) NaBH(OAc)3, are added in portions and the reaction mixture is stirred at r... The reactants are Cc1noc(-c2ccc(-c3ccc(C4(C(=O)O)CC4)cc3)cc2)c1NC(=O)OC(C)c1ccccc1, NS(=O)(=O)c1ccccc1. Product: Cc1noc(-c2ccc(-c3ccc(C4(C(=O)NS(=O)(=O)c5ccccc5)CC4)cc3)cc2)c1NC(=O)OC(C)c1ccccc1. RXN SMILES: [CH3:1][c:2]1[n:3][o:4][c:5](-[c:19]2[cH:20][cH:21][c:22](-[c:25]3[cH:26][cH:27][c:28]([C:31]4([C:34](=[O:35])[OH:36])[CH2:32][CH2:33]4)[cH:29][cH:30]3)[cH:23][cH:24]2)[c:6]1[NH:7][C:8](=[O:9])[O:10][CH:11]([CH3:12])[c:13]1[cH:14][cH:15][cH:16][cH:17][cH:18]1.[c:37]1([S:43](=[O:44])(=[O:45])[NH2:46])[cH:38][cH:39][cH:40][cH:41][cH:42]1>>[CH3:1][c:2]1[n:3][o:4][c:5](-[c:19]2[cH:20][cH:21][c:22](-[c:25]3[cH:26][cH:27][c:28]([C:31]4([C:34](=[O:35])[NH:46][S:43]([c:37]5[cH:38][cH:39][cH:40][cH:41][cH:42]5)(=[O:44])=[O:45])[CH2:32][CH2:33]4)[cH:29][cH:30]3)[cH:23][cH:24]2)[c:6]1[NH:7][C:8](=[O:9])[O:10][CH:11]([CH3:12])[c:13]1[cH:14][cH:15][cH:16][cH:17][cH:18]1. The reactants are O=C([O-])[O-], CON=C(C1=NOCCS1)c1ccccc1O, CC#N, Fc1ncnc(F)c1F, [K+], [K+]. Product: CON=C(C1=NOCCS1)c1ccccc1Oc1ncnc(F)c1F. RXN SMILES: [C:18](=[O:19])([O-:20])[O-:21].[CH3:1][O:2][N:3]=[C:4]([c:5]1[c:6]([OH:11])[cH:7][cH:8][cH:9][cH:10]1)[C:12]1=[N:13][O:14][CH2:15][CH2:16][S:17]1.[CH3:33][C:34]#[N:35].[F:24][c:25]1[n:26][cH:27][n:28][c:29]([F:32])[c:30]1[F:31].[K+:22].[K+:23]>>[CH3:1][O:2][N:3]=[C:4]([c:5]1[c:6]([O:11][c:29]2[n:28][cH:27][n:26][c:25]([F:24])[c:30]2[F:31])[cH:7][cH:8][cH:9][cH:10]1)[C:12]1=[N:13][O:14][CH2:15][CH2:16][S:17]1.